Dataset: the Open Reaction Database (ORD), a public repository of structured organic reaction records. Task: describe an organic reaction: reactants, conditions, products, and yield The reactants are Cl.N(N)C1=CC=C(C=C1)CCO (2-(4-hydrazinophenyl)ethanol hydrochloride), FC(C(CC(C)=O)=O)(F)F (1,1,1-trifluoro-2,4-pentanedione). The product is CC1=CC(=NN1C1=CC=C(C=C1)CCO)C(F)(F)F (2-{4-[5-Methyl-3-(trifluoromethyl)-1H-pyrazol-1-yl]phenyl}ethanol). Reaction SMILES: Cl.[NH:2]([C:4]1[CH:9]=[CH:8][C:7]([CH2:10][CH2:11][OH:12])=[CH:6][CH:5]=1)[NH2:3].[F:13][C:14]([F:22])([F:21])[C:15](=O)[CH2:16][C:17](=O)[CH3:18]>>[CH3:18][C:17]1[N:2]([C:4]2[CH:5]=[CH:6][C:7]([CH2:10][CH2:11][OH:12])=[CH:8][CH:9]=2)[N:3]=[C:15]([C:14]([F:22])([F:21])[F:13])[CH:16]=1 |f:0.1|. Procedure details: The title compound was prepared according to the procedure described in step 1 of Example 1 from 2-(4-hydrazinophenyl)ethanol hydrochloride and 1,1,1-trifluoro-2,4-pentanedione: MS (ESI) m/z 270 [M+H]+, 1H-NMR (CDCl3) δ 7.41-7.34 (4H, m), 6.45 (1H, s), 3.93-3.86 (211, m), 2.94 (2H, t, J=6.6 Hz), 2.34 (3H, s).